From a dataset of the Open Reaction Database (ORD), a public repository of structured organic reaction records. describe an organic reaction: reactants, conditions, products, and yield Starting materials: O (water), C1(CCC(CC1)=O)=O (1,4-cyclohexanedione), O1C(=CC=C1)C=O (furan-2-carbaldehyde), [Cl-].[Li+] (lithium chloride). The solvent is CN1C(N(CC1)C)=O (1,3-dimethyl-2-imidazolidinone). Reaction conditions: temperature 165 celsius. Yields the product C(C1=CC=CO1)C=1C=C(O)C=CC1O (3-furfurylhydroquinone). Yield: 70.5%. As a reaction SMILES: [C:1]1(=[O:8])[CH2:6][CH2:5][C:4](=[O:7])[CH2:3][CH2:2]1.[O:9]1[CH:13]=[CH:12][CH:11]=[C:10]1[CH:14]=O.[Cl-].[Li+].O>CN1CCN(C)C1=O>[CH2:14]([C:2]1[CH:3]=[C:4]([CH:5]=[CH:6][C:1]=1[OH:8])[OH:7])[C:10]1[O:9][CH:13]=[CH:12][CH:11]=1 |f:2.3|. Procedure details: A mixture of 1,4-cyclohexanedione (5.6 g; 50 mmol), furan-2-carbaldehyde (4.8 g; 50 mmol) and anhydrous lithium chloride (2.1 g; 50 mmol) in 1,3-dimethyl-2-imidazolidinone (20 ml) was heated with stirring over an a oil bath at atmospheric pressure. The temperature of the bath was maintained at 165° C. for 1 h. The cooled reaction mixture was poured into water (300 ml) and extracted with ethyl acetate (2×150 ml). The combined organic layers were washed with water (2×100 ml), dried over magnesium ... Starting materials: FC1=C2CCN(C2=CC=C1)C(CC1=NC(=CC(N1)=O)Cl)=O (2-[2-(4-fluoro-2,3-dihydroindol-1-yl)-2-oxoethyl]-6-chloro-3H-pyrimidin-4-one), COC1=NC=CC(=C1)B1OC(C)(C)C(C)(C)O1 (2-methoxypyridine-4-boronic acid pinacol ester). Yields the product FC1=C2CCN(C2=CC=C1)C(CC1=NC(=CC(N1)=O)C1=CC(=NC=C1)OC)=O (2-[2-(4-fluoro-2,3-dihydroindol-1-yl)-2-oxoethyl]-6-(2-methoxypyridin-4-yl)-3H-pyrimidin-4-one). Isolated yield 60.7%. RXN SMILES: [F:1][C:2]1[CH:10]=[CH:9][CH:8]=[C:7]2[C:3]=1[CH2:4][CH2:5][N:6]2[C:11](=[O:21])[CH2:12][C:13]1[NH:18][C:17](=[O:19])[CH:16]=[C:15](Cl)[N:14]=1.[CH3:22][O:23][C:24]1[CH:29]=[C:28](B2OC(C)(C)C(C)(C)O2)[CH:27]=[CH:26][N:25]=1>>[F:1][C:2]1[CH:10]=[CH:9][CH:8]=[C:7]2[C:3]=1[CH2:4][CH2:5][N:6]2[C:11](=[O:21])[CH2:12][C:13]1[NH:18][C:17](=[O:19])[CH:16]=[C:15]([C:28]2[CH:27]=[CH:26][N:25]=[C:24]([O:23][CH3:22])[CH:29]=2)[N:14]=1. Procedure details: The product is prepared by following the procedure described in example 12b using 100 mg of 2-[2-(4-fluoro-2,3-dihydroindol-1-yl)-2-oxoethyl]-6-chloro-3H-pyrimidin-4-one and 160 mg of 2-methoxypyridine-4-boronic acid pinacol ester. 75 mg of 2-[2-(4-fluoro-2,3-dihydroindol-1-yl)-2-oxoethyl]-6-(2-methoxypyridin-4-yl)-3H-pyrimidin-4-one are obtained in the form of a beige solid, the characteristics of which are the following: